This data is from the Open Reaction Database (ORD), a public repository of structured organic reaction records. The task is: describe an organic reaction: reactants, conditions, products, and yield The reactants are C1(=CC=CC=C1)P(O)(O)=O (Phenyl phosphonic acid), S(O)(O)(=O)=O (sulfuric acid). The solvent is O (water). Run at temperature 80 celsius. Yields the product S(O)(O)(=O)=O (sulfuric acid), S(=O)(=O)(O)C=1C=C(C=CC1)P(O)(O)=O (3-sulfophenyl phosphonic acid). Reaction SMILES: [C:1]1([P:7](=[O:10])([OH:9])[OH:8])[CH:6]=[CH:5][CH:4]=[CH:3][CH:2]=1.[S:11](=[O:15])(=[O:14])([OH:13])[OH:12]>O>[S:11](=[O:13])(=[O:12])([OH:15])[OH:14].[S:11]([C:3]1[CH:2]=[C:1]([P:7](=[O:9])([OH:8])[OH:10])[CH:6]=[CH:5][CH:4]=1)([OH:14])(=[O:13])=[O:12]. Procedure: Phenyl phosphonic acid (40.0 g, 0.25 mol) was taken in a 200 mL round-bottom flask, a 60% of fuming sulfuric acid (77.3 g, 0.58 mol) was added and stirred under heating at 80° C. for one day under a nitrogen gas stream. Then, after cooling the reaction mixture in an iced bath, water (86.0 g) was added to form a 12N sulfuric acid solution (32 wt %) of 3-sulfophenyl phosphonic acid. This stock solution was portioned into a predetermined small amount and used for the synthesis of the zirconium phos... Reactants: CCC[Zn+], CCCCC[Zn+], [Cl-], [Cl-], FC(F)(F)c1ccc(C2CCC(CCC3CC[SiH](Cl)CC3)CC2)cc1, Fc1ccc(C2CCC(CCC3CC[SiH](Cl)CC3)CC2)cc1. Yields the product CCC[SiH]1CCC(CCC2CCC(c3ccc(C(F)(F)F)cc3)CC2)CC1. RXN SMILES: [CH2:27]([CH2:28][CH3:29])[Zn+:30].[CH2:54]([Zn+:55])[CH2:56][CH2:57][CH2:58][CH3:59].[Cl-:26].[Cl-:53].[Cl:1][SiH:2]1[CH2:3][CH2:4][CH:5]([CH2:8][CH2:9][CH:10]2[CH2:11][CH2:12][CH:13]([c:16]3[cH:17][cH:18][c:19]([C:22]([F:23])([F:24])[F:25])[cH:20][cH:21]3)[CH2:14][CH2:15]2)[CH2:6][CH2:7]1.[Cl:31][SiH:32]1[CH2:33][CH2:34][CH:35]([CH2:36][CH2:37][CH:38]2[CH2:39][CH2:40][CH:41]([c:42]3[cH:43][cH:44][c:45]([F:46])[cH:47][cH:48]3)[CH2:49][CH2:50]2)[CH2:51][CH2:52]1>>[SiH:2]1([CH2:27][CH2:28][CH3:29])[CH2:3][CH2:4][CH:5]([CH2:8][CH2:9][CH:10]2[CH2:11][CH2:12][CH:13]([c:16]3[cH:17][cH:18][c:19]([C:22]([F:23])([F:24])[F:25])[cH:20][cH:21]3)[CH2:14][CH2:15]2)[CH2:6][CH2:7]1. Starting materials: CC(=O)OC1CN(C(=O)OC(C)(C)C)CC1C#N, CO, N. Yields the product CC(C)(C)OC(=O)N1CC(O)C(C#N)C1. As a reaction SMILES: [C:1]([CH3:2])([CH3:3])([CH3:4])[O:5][C:6](=[O:7])[N:8]1[CH2:9][CH:10]([O:15][C:16](=[O:17])[CH3:18])[CH:11]([C:13]#[N:14])[CH2:12]1.[CH3:20][OH:21].[NH3:19]>>[C:1]([CH3:2])([CH3:3])([CH3:4])[O:5][C:6](=[O:7])[N:8]1[CH2:9][CH:10]([OH:15])[CH:11]([C:13]#[N:14])[CH2:12]1. The reactants are CN1CCCC1CCC(C#N)c1ccc(Br)cc1, O=C([O-])[O-], CO, [Na+], [Na+], O, O=S(=O)(O)O. The product is CN1CCCC1CCC(C(=O)O)c1ccc(Br)cc1. Reaction SMILES: [Br:1][c:2]1[cH:3][cH:4][c:5]([CH:8]([C:9]#[N:10])[CH2:11][CH2:12][CH:13]2[N:14]([CH3:18])[CH2:15][CH2:16][CH2:17]2)[cH:6][cH:7]1.[C:25]([O-:26])([O-:27])=[O:28].[CH3:31][OH:32].[Na+:29].[Na+:30].[OH2:24].[S:19](=[O:20])(=[O:21])([OH:22])[OH:23]>>[Br:1][c:2]1[cH:3][cH:4][c:5]([CH:8]([CH2:11][CH2:12][CH:13]2[N:14]([CH3:18])[CH2:15][CH2:16][CH2:17]2)[C:25]([OH:26])=[O:28])[cH:6][cH:7]1. Starting materials: S(N)(=O)(=O)C1=C(N)C=C(C(=C1)SC(C)C)Cl (2-sulfamoyl-4-isopropylthio-5-chloroaniline), ClCC(=O)Cl (chloroacetyl chloride), C(C)(=O)[O-].[K+] (potassium acetate), O (water). The solvent is O1CCOCC1 (dioxane). Yields the product ClCC=1NS(C2=C(N1)C=C(C(=C2)SC(C)C)Cl)(=O)=O (3-chloromethyl-6-chloro-7-isopropylthio-1,2,4-benzothiadiazine-1,1-dioxide). Reaction SMILES: [S:1]([C:5]1[CH:11]=[C:10]([S:12][CH:13]([CH3:15])[CH3:14])[C:9]([Cl:16])=[CH:8][C:6]=1[NH2:7])(=[O:4])(=[O:3])[NH2:2].[Cl:17][CH2:18][C:19](Cl)=O.C([O-])(=O)C.[K+].O>O1CCOCC1>[Cl:17][CH2:18][C:19]1[NH:2][S:1](=[O:3])(=[O:4])[C:5]2[CH:11]=[C:10]([S:12][CH:13]([CH3:14])[CH3:15])[C:9]([Cl:16])=[CH:8][C:6]=2[N:7]=1 |f:2.3|. Procedure: A mixture of 2-sulfamoyl-4-isopropylthio-5-chloroaniline (0.02 mole) and chloroacetyl chloride (0.022 mole) in dioxane (75 ml.) is heated under reflux for 24 hours. The solution then is concentrated to dryness in vacuo, the residue dissolved in ethanol (60 ml.) and heated under reflux with potassium acetate (0.022 mole) and water (10 ml.) for 2 hours. The alcohol is removed in vacuo and the solution then acidified with hydrochloric acid. The precipitated product is recrystallized from a mixture ... Starting materials: CC(=O)OC(C)=O, CC(=O)O, Cc1cccc(Oc2ccccc2Cl)c1O. The product is CC(=O)Oc1c(C)cccc1Oc1ccccc1Cl. Reaction SMILES: [CH3:17][C:18](=[O:19])[O:20][C:21](=[O:22])[CH3:23].[CH3:24][C:25](=[O:26])[OH:27].[Cl:1][c:2]1[c:3]([O:4][c:5]2[cH:6][cH:7][cH:8][c:9]([CH3:12])[c:10]2[OH:11])[cH:13][cH:14][cH:15][cH:16]1>>[Cl:1][c:2]1[c:3]([O:4][c:5]2[cH:6][cH:7][cH:8][c:9]([CH3:12])[c:10]2[O:11][C:18]([CH3:17])=[O:19])[cH:13][cH:14][cH:15][cH:16]1. The reactants are ClC=1C=C(C(=O)OO)C=CC1 (3-chloro-peroxybenzoic acid), C(C=C)C1=CC=C(C#N)C=C1 (4-allyl-benzonitrile). The solvent is ClCCl (dichloromethane), ClCCl (dichloromethane). Reaction conditions: time 8 hour. The product is O1C(C1)CC1=CC=C(C#N)C=C1 (4-oxiranylmethyl benzonitrile). Isolated yield 48.6%. RXN SMILES: ClC1C=C(C=CC=1)C(OO)=[O:6].[CH2:12]([C:15]1[CH:22]=[CH:21][C:18]([C:19]#[N:20])=[CH:17][CH:16]=1)[CH:13]=[CH2:14]>ClCCl>[O:6]1[CH2:14][CH:13]1[CH2:12][C:15]1[CH:16]=[CH:17][C:18]([C:19]#[N:20])=[CH:21][CH:22]=1. Reported procedure: Add a solution of 3-chloro-peroxybenzoic acid (5.44 g, 40.92 mmol), in 25 ml of dichloromethane to a solution of 4-allyl-benzonitrile (2.66 g, 18.60 mmol) in 50 ml of dichloromethane. stir at room temperature overnight. Quench with NaHCO3 (15 ml) saturated solution and wash the organic layer three times with NaHCO3 solution and dry over magnesium sulfate. Evaporate in vacuo, and purify by flash chromatography in Hexane-AcOEt (7:1, 1% Et3N) affording 1.44 g (49%) of the title compound. MS m/z 160... Reaction conditions: temperature 0 celsius, time 3 hour. RXN SMILES: Cl.[F:2][C:3]([F:36])([F:35])[C:4]1[CH:34]=[CH:33][C:7]([CH2:8][NH:9][CH2:10][C:11]2[CH:16]=[CH:15][C:14]([C:17]3[O:21][N:20]=[C:19]([CH2:22][CH2:23][CH2:24][CH2:25][CH2:26][CH2:27][CH2:28][CH2:29][CH2:30][CH2:31][CH3:32])[N:18]=3)=[CH:13][CH:12]=2)=[CH:6][CH:5]=1.CCN(C(C)C)C(C)C.[CH2:46]([O:48][C:49](=[O:53])[C:50](Cl)=[O:51])[CH3:47]>C(Cl)Cl>[O:51]=[C:50]([N:9]([CH2:8][C:7]1[CH:6]=[CH:5][C:4]([C:3]([F:2])([F:35])[F:36])=[CH:34][CH:33]=1)[CH2:10][C:11]1[CH:12]=[CH:13][C:14]([C:17]2[O:21][N:20]=[C:19]([CH2:22][CH2:23][CH2:24][CH2:25][CH2:26][CH2:27][CH2:28][CH2:29][CH2:30][CH2:31][CH3:32])[N:18]=2)=[CH:15][CH:16]=1)[C:49]([O:48][CH2:46][CH3:47])=[O:53] |f:0.1|. Isolated yield 71.8%. Solvent: C(Cl)Cl (DCM). Reported procedure: To a cold (0° C.) solution of N-[4-(trifluoromethyl)benzyl]-N-[4-(3-undecyl-1,2,4-oxadiazol-5-yl)benzyl]amine hydrochloride (45 mg, 0.09 mmol) and DIEA (24 mg, 0.19 mmol) in anhydrous DCM (1 mL) was added dropwise the chloro-oxo-acetic acid ethyl ester (24 mg, 0.19 mmol). The reaction mixture was stirred at 0° C. for 3 h. Evaporation of the solvents under vacuum gave an orange oil. This crude product was purified by column chromatography over silica gel (AcOEt/c-Hex 1/9) to give the title compou... The reactants are Cl.FC(C1=CC=C(CNCC2=CC=C(C=C2)C2=NC(=NO2)CCCCCCCCCCC)C=C1)(F)F (N-[4-(trifluoromethyl)benzyl]-N-[4-(3-undecyl-1,2,4-oxadiazol-5-yl)benzyl]amine hydrochloride), CCN(C(C)C)C(C)C (DIEA), C(C)OC(C(=O)Cl)=O (chloro-oxo-acetic acid ethyl ester). Product: O=C(C(=O)OCC)N(CC1=CC=C(C=C1)C1=NC(=NO1)CCCCCCCCCCC)CC1=CC=C(C=C1)C(F)(F)F (ethyl oxo{[4-(trifluoromethyl)benzyl][4-(3-undecyl-1,2,4-oxadiazol-5-yl)benzyl]amino}acetate). The reactants are C[Si](C)(C)C#CC1=CC=C(C=O)C=C1 (p-trimethylsilylethynylbenzaldehyde), C([O-])([O-])=O.[K+].[K+] (potassium carbonate), [K+].[Br-] (KBr). Run in CO (methanol). Run at temperature 25 celsius, time 2 hour. Product: C(#C)C1=CC=C(C=O)C=C1 (p-Ethynylbenzaldehyde). As a reaction SMILES: C[Si]([C:5]#[C:6][C:7]1[CH:14]=[CH:13][C:10]([CH:11]=[O:12])=[CH:9][CH:8]=1)(C)C.C(=O)([O-])[O-].[K+].[K+].[K+].[Br-]>CO>[C:6]([C:7]1[CH:14]=[CH:13][C:10]([CH:11]=[O:12])=[CH:9][CH:8]=1)#[CH:5] |f:1.2.3,4.5|. Procedure: A solution of 16.0 g (79.2 mmoles) of p-trimethylsilylethynylbenzaldehyde in 50 ml of methanol was treated with 1 gm of potassium carbonate and the mixture was stirred under argon at 25° C. for two hours. The solvent methanol was removed and 100 ml of methylene chloride was added. The mixture was washed with aqueous sodium bicarbonate solution. The organic phase was separated, dried over magnesium sulfate and concentrated to a solid mass. The crude yield of p-ethynylbenzaldehyde was 10.3 g (79.2... Reactants: NC1=C(C(=NN1)NC=1C=NC=CC1)C(=O)N (5-amino-3-(pyridin-3-ylamino)-1H-pyrazole-4-carboxamide), ClC1=CC=C(C=O)C=C1 (4-chlorobenzaldehyde), N1CCCCC1 (piperidine). The solvent is C(C)O (ethanol). Product: ClC1=CC=C(C=NC2=C(C(=NN2)NC=2C=NC=CC2)C(=O)N)C=C1 (5-((4-chlorobenzylidene)amino)-3-(pyridin-3-ylamino)-1H-pyrazole-4-carboxamide). Isolated yield 55.0%. As a reaction SMILES: [NH2:1][C:2]1[NH:6][N:5]=[C:4]([NH:7][C:8]2[CH:9]=[N:10][CH:11]=[CH:12][CH:13]=2)[C:3]=1[C:14]([NH2:16])=[O:15].[Cl:17][C:18]1[CH:25]=[CH:24][C:21]([CH:22]=O)=[CH:20][CH:19]=1.N1CCCCC1>C(O)C>[Cl:17][C:18]1[CH:25]=[CH:24][C:21]([CH:22]=[N:1][C:2]2[NH:6][N:5]=[C:4]([NH:7][C:8]3[CH:9]=[N:10][CH:11]=[CH:12][CH:13]=3)[C:3]=2[C:14]([NH2:16])=[O:15])=[CH:20][CH:19]=1. Procedure details: 5-amino-3-(pyridin-3-ylamino)-1H-pyrazole-4-carboxamide (1.0 g) was suspended in 10 mL of ethanol and 4-chlorobenzaldehyde (644 mg, 1.0 eq.) and piperidine (0.10 eq, 39 mL) was added. Stirred the reaction at reflux until starting material was absent and confirmed by HPLC. After reaction was complete (18 hrs) it was brought to room temperature and filtered to obtain 5-((4-chlorobenzylidene)amino)-3-(pyridin-3-ylamino)-1H-pyrazole-4-carboxamide as a yellow to orange powder. The product was washed ...